This data is from the Open Reaction Database (ORD), a public repository of structured organic reaction records. The task is: describe an organic reaction: reactants, conditions, products, and yield Reactants: C(C)(=O)OCC.CCCCCC (ethyl acetate hexane), C(CCC)N (n-butylamine), N,N-dimethylaminopyridine, C(C)(C)(C)OC(=O)OC(=O)OC(C)(C)C (di-t-butyldicarbonate), C(C=C)NC=1N=C(C2=C(N1)C(=CS2)C)N (2-allylamino-4-amino-7-methylthieno[3,2-d]pyrimidine). Solvent: C(C)#N (acetonitrile). Reaction conditions: time 20 minute. The product is C(C=C)NC=1N=C(C2=C(N1)C(=CS2)C)NC(NCCCC)=O (2-Allylamino-4-(butylcarbamoyl)amino-7-methylthieno[3,2-d]pyrimidine). Isolated yield 43.8%. As a reaction SMILES: [C:1]([O:5]C(OC(OC(C)(C)C)=O)=O)(C)(C)C.[CH2:16]([NH:19][C:20]1[N:21]=[C:22]([NH2:30])[C:23]2[S:28][CH:27]=[C:26]([CH3:29])[C:24]=2[N:25]=1)[CH:17]=[CH2:18].[CH2:31]([NH2:35])[CH2:32][CH2:33][CH3:34].C(OCC)(=O)C.CCCCCC>C(#N)C>[CH2:16]([NH:19][C:20]1[N:21]=[C:22]([NH:30][C:1](=[O:5])[NH:35][CH2:31][CH2:32][CH2:33][CH3:34])[C:23]2[S:28][CH:27]=[C:26]([CH3:29])[C:24]=2[N:25]=1)[CH:17]=[CH2:18] |f:3.4|. Procedure details: 122 mg (1.0 mmol) of N,N-dimethylaminopyridine was added to a solution of 306 mg (1.4 mmol) of di-t-butyldicarbonate in acetonitrile at room temperature, followed by stirring 20 minutes. After 220 mg (1.0 mmol) of 2-allylamino-4-amino-7-methylthieno[3,2-d]pyrimidine was added to the reaction solution, the mixture was stirred at room temperature for 2 hours. Further, 102 mg (1.4 mmol) of n-butylamine was added thereto, followed by heating under reflux for 16 hours. After completion of the reactio... Starting materials: CC(C)(C)[Si](OC[C@@H]1C(C[C@H]1CO[Si](C)(C)C(C)(C)C)=O)(C)C ([2R,3R]-2,3-Bis(((1,1-dimethylethyl)dimethylsilyl)oxymethyl)cyclobutanone), Cl.O(C)N (methoxylamine hydrochloride). Solvent: N1=CC=CC=C1 (pyridine), N1=CC=CC=C1 (pyridine). Conditions: time 70 minute. Product: CON=C1[C@@H]([C@@H](C1)CO[Si](C)(C)C(C)(C)C)CO[Si](C)(C)C(C)(C)C ([2R,3R]-2,3-Bis(((1,1-dimethylethyl)dimethylsilyl)oxymethyl)-cyclobutanone O-methyl oxime). Yield: 75.6%. As a reaction SMILES: [CH3:1][C:2]([Si:5]([CH3:23])([CH3:22])[O:6][CH2:7][C@H:8]1[C@H:11]([CH2:12][O:13][Si:14]([C:17]([CH3:20])([CH3:19])[CH3:18])([CH3:16])[CH3:15])[CH2:10][C:9]1=O)([CH3:4])[CH3:3].Cl.[O:25]([NH2:27])[CH3:26]>N1C=CC=CC=1>[CH3:26][O:25][N:27]=[C:9]1[CH2:10][C@@H:11]([CH2:12][O:13][Si:14]([C:17]([CH3:18])([CH3:20])[CH3:19])([CH3:16])[CH3:15])[C@H:8]1[CH2:7][O:6][Si:5]([C:2]([CH3:3])([CH3:4])[CH3:1])([CH3:23])[CH3:22] |f:1.2|. Procedure: A solution of 12.317 g (34.9 mmol) of [2R,3R]-2,3-Bis(((1,1-dimethylethyl)dimethylsilyl)oxymethyl)cyclobutanone, from Step E, in 20 mL of pyridine was added to a solution of 3.160 g (37.8 mmol) of methoxylamine hydrochloride in 80 mL of pyridine. After stirring the reaction mixture for 70 min at ambient temperature, it was concentrated to approximately 1/4 of the original volume then diluted with ethyl acetate, washed with saturated aqueous sodium bicarbonate solution, dried over anhydrous magne...